From a dataset of the Open Reaction Database (ORD), a public repository of structured organic reaction records. describe an organic reaction: reactants, conditions, products, and yield Starting materials: BrC1=CC=C(C=C1)C(C=O)=O ((4-bromo-phenyl)-oxo-acetaldehyde), FC1=CC=C(CC=2N(C(=NN2)N)N)C=C1 (5-(4-fluoro-benzyl)-[1,2,4]triazole-3,4-diamine). Product: BrC1=CC=C(C=C1)C1=NC=2N(N=C1)C(=NN2)CC2=CC=C(C=C2)F (7-(4-bromo-phenyl)-3-(4-fluoro-benzyl)-[1,2,4]triazolo[4,3-b][1,2,4]triazine), BrC1=CC=C(C=C1)C=1C=NC=2N(N1)C(=NN2)CC2=CC=C(C=C2)F (6-(4-bromo-phenyl)-3-(4-fluoro-benzyl)-[1,2,4]triazolo[4,3-b][1,2,4]triazine). Reaction SMILES: [Br:1][C:2]1[CH:7]=[CH:6][C:5]([C:8](=O)[CH:9]=O)=[CH:4][CH:3]=1.[F:12][C:13]1[CH:26]=[CH:25][C:16]([CH2:17][C:18]2[N:19]([NH2:24])[C:20]([NH2:23])=[N:21][N:22]=2)=[CH:15][CH:14]=1>>[Br:1][C:2]1[CH:7]=[CH:6][C:5]([C:8]2[CH:9]=[N:24][N:19]3[C:18]([CH2:17][C:16]4[CH:25]=[CH:26][C:13]([F:12])=[CH:14][CH:15]=4)=[N:22][N:21]=[C:20]3[N:23]=2)=[CH:4][CH:3]=1.[Br:1][C:2]1[CH:7]=[CH:6][C:5]([C:8]2[CH:9]=[N:23][C:20]3[N:19]([C:18]([CH2:17][C:16]4[CH:25]=[CH:26][C:13]([F:12])=[CH:14][CH:15]=4)=[N:22][N:21]=3)[N:24]=2)=[CH:4][CH:3]=1. Procedure: General procedure A was followed with the reaction of (4-bromo-phenyl)-oxo-acetaldehyde and 5-(4-fluoro-benzyl)-[1,2,4]triazole-3,4-diamine to provide 7-(4-bromo-phenyl)-3-(4-fluoro-benzyl)-[1,2,4]triazolo[4,3-b][1,2,4]triazine and 6-(4-bromo-phenyl)-3-(4-fluoro-benzyl)-[1,2,4]triazolo[4,3-b][1,2,4]triazine (example 5). Reactants: N=1C=CN2C1CNCC2 (5,6,7,8-Tetrahydroimidazo[1,2-α]pyrazine), CC(C)(OC(=O)N[C@@H](CC(=O)O)CC1=CC(=C(C=C1)F)F)C ((3R)-3-[(1,1-dimethylethoxycarbonyl)amino]-4-(3,4-difluorophenyl)butanoic acid), CCN(C(C)C)C(C)C (DIPEA), C=1C=CC2=C(C1)N=NN2O (HOBT), C(CCl)Cl (EDC). Run in ClCCl (dichloromethane). The product is CC(C)(OC(=O)N[C@@H](CC(=O)N1CC=2N(CC1)C=CN2)CC2=CC(=C(C=C2)F)F)C (7-[(3R)-3-[(1,1-dimethylethoxycarbonyl)amino]-4-(3,4-difluorophenyl)butanoyl]-5,6,7,8-tetrahydroimidazo[1,2-α]pyrazine). Isolated yield 70.3%. RXN SMILES: [N:1]1[CH:2]=[CH:3][N:4]2[CH2:9][CH2:8][NH:7][CH2:6][C:5]=12.[CH3:10][C:11]([CH3:31])([O:13][C:14]([NH:16][C@H:17]([CH2:22][C:23]1[CH:28]=[CH:27][C:26]([F:29])=[C:25]([F:30])[CH:24]=1)[CH2:18][C:19](O)=[O:20])=[O:15])[CH3:12].CCN(C(C)C)C(C)C.C1C=CC2N(O)N=NC=2C=1.C(Cl)CCl>ClCCl>[CH3:12][C:11]([CH3:31])([O:13][C:14]([NH:16][C@H:17]([CH2:22][C:23]1[CH:28]=[CH:27][C:26]([F:29])=[C:25]([F:30])[CH:24]=1)[CH2:18][C:19]([N:7]1[CH2:8][CH2:9][N:4]2[CH:3]=[CH:2][N:1]=[C:5]2[CH2:6]1)=[O:20])=[O:15])[CH3:10]. Procedure: The title compound was prepared from 5,6,7,8-tetrahydroimidazo[1,2-α]pyrazine (31.3 mg, 0.254 mmol, from Step B), (3R)-3-[(1,1-dimethylethoxycarbonyl)amino]-4-(3,4-difluorophenyl)butanoic acid (80 mg, mmol), DIPEA (32.8 mg, 0.254 mmol), HOBT (41.2 mg, 0.305 mmol) and EDC (73 mg, 0.381 mmol) in 5 mL of dichloromethane, using a procedure analogous to that described in Example 1, Step C. Purification by HPLC (Gilson; YMC-Pack Pro C18 column, 100×20 mm I.D.; solvent gradient system from 10% acetonit... Reactants: C(C)OC(=O)C1=C([N+](=C(C(N1)=O)CC(C)C)[O-])OC (6-ethoxycarbonyl-3-isobutyl-5-methoxy-1,2-dihydropyrazin-2-one 4-oxide), aqueous solution, [OH-].[Na+] (sodium hydroxide), Cl (hydrochloric acid). Run in CO (methanol). Yields the product C(C(C)C)C=1C(NC(=C(N1)OC)C(=O)O)=O (3-isobutyl-5-methoxy-1,2-dihydropyrazin-2-one-6-carboxylic acid). As a reaction SMILES: C([O:3][C:4]([C:6]1[NH:11][C:10](=[O:12])[C:9]([CH2:13][CH:14]([CH3:16])[CH3:15])=[N+:8]([O-])[C:7]=1[O:18][CH3:19])=[O:5])C.[OH-].[Na+].Cl>CO>[CH2:13]([C:9]1[C:10](=[O:12])[NH:11][C:6]([C:4]([OH:5])=[O:3])=[C:7]([O:18][CH3:19])[N:8]=1)[CH:14]([CH3:16])[CH3:15] |f:1.2|. Procedure: 932 Milligrams of 6-ethoxycarbonyl-3-isobutyl-5-methoxy-1,2-dihydropyrazin-2-one 4-oxide in 21 ml of methanol and 10 ml of an aqueous solution of 1N-sodium hydroxide were mixed and stirred at room temperature for hours. The reaction mixture was acidified by adding hydrochloric acid, and the precipitated crystals were collected by filtration, and the crystals were dissolved in chloroform-methanol, next the solvent was removed by distillation to obtain 830 mg of 3-isobutyl-5-methoxy-1,2-dihydropyr... Reactants: CCOC(=O)CC(Cc1cc(Cl)c2[nH]ncc2c1COC(C)=O)C(=O)OCC, CN(C)C=O, CCOC(C)=O, O=C1CCC(=O)N1Cl. Product: CCOC(=O)CC(Cc1cc(Cl)c2[nH]nc(Cl)c2c1COC(C)=O)C(=O)OCC. As a reaction SMILES: [C:1]([CH3:2])(=[O:3])[O:4][CH2:5][c:6]1[c:7]2[cH:8][n:9][nH:10][c:11]2[c:12]([Cl:28])[cH:13][c:14]1[CH2:15][CH:16]([C:17](=[O:18])[O:19][CH2:20][CH3:21])[CH2:22][C:23](=[O:24])[O:25][CH2:26][CH3:27].[CH3:37][N:38]([CH3:39])[CH:40]=[O:41].[CH3:42][CH2:43][O:44][C:45](=[O:46])[CH3:47].[Cl:29][N:30]1[C:31](=[O:32])[CH2:33][CH2:34][C:35]1=[O:36]>>[C:1]([CH3:2])(=[O:3])[O:4][CH2:5][c:6]1[c:7]2[c:8]([Cl:29])[n:9][nH:10][c:11]2[c:12]([Cl:28])[cH:13][c:14]1[CH2:15][CH:16]([C:17](=[O:18])[O:19][CH2:20][CH3:21])[CH2:22][C:23](=[O:24])[O:25][CH2:26][CH3:27]. The reactants are CC(C)(C)[Si](C)(C)OCC1OC(n2cc(C#CCNC(=O)C(F)(F)F)c(N)nc2=O)CC1O, O=C(Cl)c1ccccc1, C[Si](C)(C)Cl, ClCCl, [Na+], O=C([O-])O, c1ccncc1. The product is CC(C)(C)[Si](C)(C)OCC1OC(n2cc(C#CCNC(=O)C(F)(F)F)c(NC(=O)c3ccccc3)nc2=O)CC1O. Reaction SMILES: [C:1]([CH3:2])([CH3:3])([CH3:4])[Si:5]([O:6][CH2:7][CH:8]1[CH:9]([OH:31])[CH2:10][CH:11]([n:13]2[c:14](=[O:15])[n:16][c:17]([NH2:18])[c:19]([C:21]#[C:22][CH2:23][NH:24][C:25]([C:26]([F:27])([F:28])[F:29])=[O:30])[cH:20]2)[O:12]1)([CH3:32])[CH3:33].[C:39]([c:40]1[cH:41][cH:42][cH:43][cH:44][cH:45]1)(=[O:46])[Cl:47].[Cl:34][Si:35]([CH3:36])([CH3:37])[CH3:38].[Cl:59][CH2:60][Cl:61].[Na+:52].[O-:48][C:49]([OH:50])=[O:51].[cH:53]1[cH:54][cH:55][n:56][cH:57][cH:58]1>>[C:1]([CH3:2])([CH3:3])([CH3:4])[Si:5]([O:6][CH2:7][CH:8]1[CH:9]([OH:31])[CH2:10][CH:11]([n:13]2[c:14](=[O:15])[n:16][c:17]([NH:18][C:39]([c:40]3[cH:41][cH:42][cH:43][cH:44][cH:45]3)=[O:46])[c:19]([C:21]#[C:22][CH2:23][NH:24][C:25]([C:26]([F:27])([F:28])[F:29])=[O:30])[cH:20]2)[O:12]1)([CH3:32])[CH3:33].